Dataset: the Open Reaction Database (ORD), a public repository of structured organic reaction records. Task: describe an organic reaction: reactants, conditions, products, and yield Reactants: CC(C)C[AlH]CC(C)C (DIBAL-H), BrC=1C=C(C(N(C1)C)=O)NC1=NC=C(C(=O)OC)C=C1 (Methyl 6-(5-Bromo-1-methyl-2-oxo-1,2-dihydropyridin-3-ylamino)nicotinate), C(=O)=O.CC(=O)C (dry ice acetone). Run in C(Cl)Cl (methylene chloride), C(Cl)Cl (methylene chloride). Run at temperature -78 celsius, time 0.5 hour. Yields the product BrC=1C=C(C(N(C1)C)=O)NC1=NC=C(C=C1)CO (5-bromo-3-(5-(hydroxymethyl)pyridin-2-ylamino)-1-methylpyridin-2(1H)-one). Isolated yield 90.3%. Reaction SMILES: [Br:1][C:2]1[CH:3]=[C:4]([NH:10][C:11]2[CH:20]=[CH:19][C:14]([C:15](OC)=[O:16])=[CH:13][N:12]=2)[C:5](=[O:9])[N:6]([CH3:8])[CH:7]=1.CC(C[AlH]CC(C)C)C.C(=O)=O.CC(C)=O>C(Cl)Cl>[Br:1][C:2]1[CH:3]=[C:4]([NH:10][C:11]2[CH:20]=[CH:19][C:14]([CH2:15][OH:16])=[CH:13][N:12]=2)[C:5](=[O:9])[N:6]([CH3:8])[CH:7]=1 |f:2.3|. Procedure: In a flask under N2, 186a (500 mg, 1.5 mmol) was suspended in methylene chloride and cooled to −78° C. in a dry ice/acetone bath. 1.0M DIBAL-H in methylene chloride (4.4 mL, 4.4 mmol) was slowly added via syringe. After the addition was complete the reaction was allowed to warm to −20° C. at which time the dry ice/acetone bath was exchanged for a ice/water bath and the reaction stirred an additional 0.5 hr at which time it was slowly quenched with 1N HCl (˜5 mL). The reaction was then diluted wi... Starting materials: CC(C)N1CCN(CC1)C1=CC(=C(C=C1)NC=1N=C(C2=C(N1)N(C=C2)S(=O)(=O)C2=CC=C(C=C2)C)NC=2C=CC=C1CNC(C21)=O)OC (7-({2-{[4-[4-(1-methylethyl)-1-piperazinyl]-2-(methyloxy)phenyl]amino}-7-[(4-methylphenyl)sulfonyl]-7H-pyrrolo[2,3-d]pyrimidin-4-yl}amino)-2,3-dihydro-1H-isoindol-1-one), [OH-].[K+] (potassium hydroxide). Solvent: O1CCOCC1 (1,4-dioxane). Reaction conditions: temperature 120 celsius. Product: CC(C)N1CCN(CC1)C1=CC(=C(C=C1)NC1=NC(=C2C(N1)=NC=C2)NC=2C=CC=C1CNC(C21)=O)OC (7-[(2-{[4-[4-(1-methylethyl)-1-piperazinyl]-2-(methyloxy)phenyl]amino}-1H-pyrrolo[2,3-d]pyrimidin-4-yl)amino]-2,3-dihydro-1H-isoindol-1-one). The yield is 65.0%. As a reaction SMILES: [CH3:1][CH:2]([N:4]1[CH2:9][CH2:8][N:7]([C:10]2[CH:15]=[CH:14][C:13]([NH:16][C:17]3[N:18]=[C:19]([NH:36][C:37]4[CH:38]=[CH:39][CH:40]=[C:41]5[C:45]=4[C:44](=[O:46])[NH:43][CH2:42]5)[C:20]4[CH:25]=[CH:24][N:23](S(C5C=CC(C)=CC=5)(=O)=O)[C:21]=4[N:22]=3)=[C:12]([O:47][CH3:48])[CH:11]=2)[CH2:6][CH2:5]1)[CH3:3].[OH-].[K+]>O1CCOCC1>[CH3:3][CH:2]([N:4]1[CH2:5][CH2:6][N:7]([C:10]2[CH:15]=[CH:14][C:13]([NH:16][C:17]3[NH:22][C:21]4=[N:23][CH:24]=[CH:25][C:20]4=[C:19]([NH:36][C:37]4[CH:38]=[CH:39][CH:40]=[C:41]5[C:45]=4[C:44](=[O:46])[NH:43][CH2:42]5)[N:18]=3)=[C:12]([O:47][CH3:48])[CH:11]=2)[CH2:8][CH2:9]1)[CH3:1] |f:1.2|. Procedure details: To a solution of 7-({2-{[4-[4-(1-methylethyl)-1-piperazinyl]-2-(methyloxy)phenyl]amino}-7-[(4-methylphenyl)sulfonyl]-7H-pyrrolo[2,3-d]pyrimidin-4-yl}amino)-2,3-dihydro-1H-isoindol-1-one (140 mg, 0.210 mmol) in 1,4-dioxane (8 mL) was added 1.0M potassium hydroxide (6.30 mL, 6.30 mmol) and the resulting reaction was heated in a microwave reactor at 120° C. for 20 min. The reaction was washed with brine (5 ml), organic layer diluted with ethyl acetate (10 mL), adsorded onto silica gel and purified ...